From a dataset of the Open Reaction Database (ORD), a public repository of structured organic reaction records. describe an organic reaction: reactants, conditions, products, and yield Starting materials: CC(C)(C)COc1ccc2c(c1)C1(COC(N)=N1)c1cc(Br)ccc1O2, CCCC[Sn](CCCC)(CCCC)c1cnccn1, CO, C1COCCO1, c1ccc(P(c2ccccc2)(c2ccccc2)[Pd](P(c2ccccc2)(c2ccccc2)c2ccccc2)(P(c2ccccc2)(c2ccccc2)c2ccccc2)P(c2ccccc2)(c2ccccc2)c2ccccc2)cc1. The product is CC(C)(C)COc1ccc2c(c1)C1(COC(N)=N1)c1cc(-c3cnccn3)ccc1O2. RXN SMILES: [Br:1][c:2]1[cH:3][c:4]2[c:5]([cH:6][cH:7]1)[O:8][c:9]1[cH:10][cH:11][c:12]([O:21][CH2:22][C:23]([CH3:24])([CH3:25])[CH3:26])[cH:13][c:14]1[C:15]21[N:16]=[C:17]([NH2:20])[O:18][CH2:19]1.[CH2:27]([Sn:28]([CH2:29][CH2:30][CH2:31][CH3:38])([c:32]1[n:33][cH:34][cH:35][n:36][cH:37]1)[CH2:39][CH2:40][CH2:41][CH3:42])[CH2:43][CH2:44][CH3:45].[CH3:52][OH:53].[O:46]1[CH2:47][CH2:48][O:49][CH2:50][CH2:51]1.[cH:54]1[cH:55][cH:56][c:57]([P:58]([Pd:59]([P:60]([c:61]2[cH:62][cH:63][cH:64][cH:65][cH:66]2)([c:67]2[cH:68][cH:69][cH:70][cH:71][cH:72]2)[c:73]2[cH:74][cH:75][cH:76][cH:77][cH:78]2)([P:79]([c:80]2[cH:81][cH:82][cH:83][cH:84][cH:85]2)([c:86]2[cH:87][cH:88][cH:89][cH:90][cH:91]2)[c:92]2[cH:93][cH:94][cH:95][cH:96][cH:97]2)[P:98]([c:99]2[cH:100][cH:101][cH:102][cH:103][cH:104]2)([c:105]2[cH:106][cH:107][cH:108][cH:109][cH:110]2)[c:111]2[cH:112][cH:113][cH:114][cH:115][cH:116]2)([c:117]2[cH:118][cH:119][cH:120][cH:121][cH:122]2)[c:123]2[cH:124][cH:125][cH:126][cH:127][cH:128]2)[cH:129][cH:130]1>>[c:2]1(-[c:32]2[n:33][cH:34][cH:35][n:36][cH:37]2)[cH:3][c:4]2[c:5]([cH:6][cH:7]1)[O:8][c:9]1[cH:10][cH:11][c:12]([O:21][CH2:22][C:23]([CH3:24])([CH3:25])[CH3:26])[cH:13][c:14]1[C:15]21[N:16]=[C:17]([NH2:20])[O:18][CH2:19]1. Conditions: temperature 60 celsius. Solvent: CN(C)C=O (DMF), C1CCOC1 (THF), C1CCOC1 (THF). Procedure details: A solution of 1,1-Dimethylethyl (3-hydroxyphenyl)carbamate (7.05 g, 33.7 mmol) in THF (20 mL) was added dropwise to a suspension of NaH (60% dispersion in oil, 1.34 g, 33.7 mmol) in THF (50 mL). The product of Step 1 (12.0 g, 33.7 mmol) in DMF (100 mL) was then added and the mixture was heated to 60° C. overnight. The reaction mixture was then cooled, poured into H2O and extracted with EtOAc. The combined extracts were washed with brine, dried (MgSO4), filtered and the filtrates were concentrate... Reaction SMILES: [OH:1][C:2]1[CH:3]=[C:4]([NH:8][C:9](=[O:15])[O:10][C:11]([CH3:14])([CH3:13])[CH3:12])[CH:5]=[CH:6][CH:7]=1.[H-].[Na+].Cl[C:19]1[CH:24]=[C:23]([NH:25][C:26]2[CH:31]=[CH:30][C:29]([O:32][CH2:33][C:34]3[CH:39]=[CH:38][CH:37]=[CH:36][CH:35]=3)=[CH:28][CH:27]=2)[C:22]([N+:40]([O-:42])=[O:41])=[CH:21][N:20]=1.O>C1COCC1.CN(C=O)C>[N+:40]([C:22]1[C:23]([NH:25][C:26]2[CH:27]=[CH:28][C:29]([O:32][CH2:33][C:34]3[CH:35]=[CH:36][CH:37]=[CH:38][CH:39]=3)=[CH:30][CH:31]=2)=[CH:24][C:19]([O:1][C:2]2[CH:3]=[C:4]([NH:8][C:9](=[O:15])[O:10][C:11]([CH3:12])([CH3:14])[CH3:13])[CH:5]=[CH:6][CH:7]=2)=[N:20][CH:21]=1)([O-:42])=[O:41] |f:1.2|. Yield: 92.1%. The product is [N+](=O)([O-])C=1C(=CC(=NC1)OC=1C=C(C=CC1)NC(OC(C)(C)C)=O)NC1=CC=C(C=C1)OCC1=CC=CC=C1 (1,1-Dimethylethyl (3-{[5-nitro-4-({4-[(phenylmethyl)oxy]phenyl}amino)-2-pyridinyl]oxy}phenyl)carbamate). Starting materials: ClC1=NC=C(C(=C1)NC1=CC=C(C=C1)OCC1=CC=CC=C1)[N+](=O)[O-] (2-Chloro-5-nitro-N-{4-[(phenylmethyl)oxy]phenyl}-4-pyridineamine), OC=1C=C(C=CC1)NC(OC(C)(C)C)=O (1,1-Dimethylethyl (3-hydroxyphenyl)carbamate), [H-].[Na+] (NaH), O (H2O). Starting materials: CC(=O)c1ccc(S(=O)(=O)[O-])cc1, CC(=O)c1ccc(S(=O)(=O)Cl)cc1, [Na+], O, OCCNCCO. Product: CC(=O)c1ccc(S(=O)(=O)N(CCO)CCO)cc1. As a reaction SMILES: [C:14]([c:15]1[cH:16][cH:17][c:18]([S:19]([O-:20])(=[O:21])=[O:22])[cH:23][cH:24]1)(=[O:25])[CH3:26].[C:1]([CH3:2])(=[O:3])[c:4]1[cH:5][cH:6][c:7]([S:10](=[O:11])(=[O:12])[Cl:13])[cH:8][cH:9]1.[Na+:27].[OH2:35].[OH:28][CH2:29][CH2:30][NH:31][CH2:32][CH2:33][OH:34]>>[C:1]([CH3:2])(=[O:3])[c:4]1[cH:5][cH:6][c:7]([S:10](=[O:11])(=[O:12])[N:31]([CH2:30][CH2:29][OH:28])[CH2:32][CH2:33][OH:34])[cH:8][cH:9]1. Yield: 58.0%. The product is COC=1C=C(C=CC1OC)C(CCCCC(=O)N1CC2=CC(=C(C=C2CC1)OC)OC)(CC)SC1=CC=C(C=C1)C (2-[6-(3,4-Dimethoxypheny)-6-[(4-methylphenyl)thio]-1-oxooctyl]-1,2,3,4-tetrahydro-6,7-dimethoxyisoquinoline). Procedure details: The procedure of Example 60 is repeated using of 2.7 g of 2-[6-(3,4-dimethoxyphenyl)-6-hydroxy-1-oxooctyl]-1,2,3,4-tetrahydro-6,7-dimethoxyisoquinoline and 1.06 g of p-thiocresol. This affords 1.92 g of the desired product as a white foam. The reactants are COC=1C=C(C=CC1OC)C(CCCCC(=O)N1CC2=CC(=C(C=C2CC1)OC)OC)(CC)O (2-[6-(3,4-dimethoxyphenyl)-6-hydroxy-1-oxooctyl]-1,2,3,4-tetrahydro-6,7-dimethoxyisoquinoline), CC1=CC=C(C=C1)S (p-thiocresol). RXN SMILES: [CH3:1][O:2][C:3]1[CH:4]=[C:5]([C:11](O)([CH2:32][CH3:33])[CH2:12][CH2:13][CH2:14][CH2:15][C:16]([N:18]2[CH2:27][CH2:26][C:25]3[C:20](=[CH:21][C:22]([O:30][CH3:31])=[C:23]([O:28][CH3:29])[CH:24]=3)[CH2:19]2)=[O:17])[CH:6]=[CH:7][C:8]=1[O:9][CH3:10].[CH3:35][C:36]1[CH:41]=[CH:40][C:39]([SH:42])=[CH:38][CH:37]=1>>[CH3:1][O:2][C:3]1[CH:4]=[C:5]([C:11]([S:42][C:39]2[CH:40]=[CH:41][C:36]([CH3:35])=[CH:37][CH:38]=2)([CH2:32][CH3:33])[CH2:12][CH2:13][CH2:14][CH2:15][C:16]([N:18]2[CH2:27][CH2:26][C:25]3[C:20](=[CH:21][C:22]([O:30][CH3:31])=[C:23]([O:28][CH3:29])[CH:24]=3)[CH2:19]2)=[O:17])[CH:6]=[CH:7][C:8]=1[O:9][CH3:10]. The reactants are OC=1C=CC=C2C=CC=[NH+]C12.O=C1N(C[C@@H]1NC(=O)OCC1=CC=CC=C1)S(=O)(=O)[O-] ((3S)-2-Oxo-3-[[(phenylmethoxy)carbonyl]amino]-1-azetidinesulfonic acid, 8-hydroxyquinolinium salt). The solvent is C(C)#N (acetonitrile). Yields the product C1(=CC=CC=C1)COC(=O)N[C@@H]1C(NC1)=O ((3S)-3-[[(Phenylmethoxy)carbonyl]amino]-2-azetidinone). RXN SMILES: OC1C=CC=C2C=1[NH+]=CC=C2.[O:12]=[C:13]1[C@@H:16]([NH:17][C:18]([O:20][CH2:21][C:22]2[CH:27]=[CH:26][CH:25]=[CH:24][CH:23]=2)=[O:19])[CH2:15][N:14]1S([O-])(=O)=O>C(#N)C>[C:22]1([CH2:21][O:20][C:18]([NH:17][C@H:16]2[CH2:15][NH:14][C:13]2=[O:12])=[O:19])[CH:27]=[CH:26][CH:25]=[CH:24][CH:23]=1 |f:0.1|. Procedure: (3S)-2-Oxo-3-[[(phenylmethoxy)carbonyl]amino]-1-azetidinesulfonic acid, 8-hydroxyquinolinium salt (150 mg, 0.337 mmol) was added to acetonitrile (10 ml) and rapidly heated to reflux in a preheated oil bath. After refluxing for a total of 18 minutes, the mixture was cooled to room temperature, filtered through Celite, and solvent was removed in vacuo. The residue was extracted with an acetonitrile-ethyl acetate mixture and the extract chromatographed on a silica gel column (Mallinckrodt SilicAR C... The reactants are O=C1N(C(C2=C(N1)C=C(S2)C2=CC=CC=C2)=O)C2CCN(CC2)C(=O)OC(C)(C)C (tert-butyl 4-(2,4-dioxo-6-phenyl-1,4-dihydrothieno[3,2-d]pyrimidin-3(2H)-yl)piperidine-1-carboxylate), ClCC#N (chloroacetonitrile), C([O-])([O-])=O.[K+].[K+] (potassium carbonate). Run in CN(C)C=O (DMF). Run at temperature 100 celsius, time 1 hour. The product is C(#N)CN1C(N(C(C2=C1C=C(S2)C2=CC=CC=C2)=O)C2CCN(CC2)C(=O)OC(C)(C)C)=O (tert-butyl 4-[1-(cyanomethyl)-2,4-dioxo-6-phenyl-1,4-dihydrothieno[3,2-d]pyrimidin-3(2H)-yl]piperidine-1-carboxylate). Reaction SMILES: [O:1]=[C:2]1[NH:7][C:6]2[CH:8]=[C:9]([C:11]3[CH:16]=[CH:15][CH:14]=[CH:13][CH:12]=3)[S:10][C:5]=2[C:4](=[O:17])[N:3]1[CH:18]1[CH2:23][CH2:22][N:21]([C:24]([O:26][C:27]([CH3:30])([CH3:29])[CH3:28])=[O:25])[CH2:20][CH2:19]1.Cl[CH2:32][C:33]#[N:34].C(=O)([O-])[O-].[K+].[K+]>CN(C=O)C>[C:33]([CH2:32][N:7]1[C:6]2[CH:8]=[C:9]([C:11]3[CH:16]=[CH:15][CH:14]=[CH:13][CH:12]=3)[S:10][C:5]=2[C:4](=[O:17])[N:3]([CH:18]2[CH2:23][CH2:22][N:21]([C:24]([O:26][C:27]([CH3:30])([CH3:29])[CH3:28])=[O:25])[CH2:20][CH2:19]2)[C:2]1=[O:1])#[N:34] |f:2.3.4|. Procedure details: To a solution of tert-butyl 4-(2,4-dioxo-6-phenyl-1,4-dihydrothieno[3,2-d]pyrimidin-3(2H)-yl)piperidine-1-carboxylate (5 g; compound B50) and chloroacetonitrile (883 mg) in DMF (45 ml) is added potassium carbonate (1.62 g). The mixture is stirred for 1 h at 100° C. and then poured into ice-cold water. The resulting precipitate is filtered off, washed with water and dried under reduced pressure to give tert-butyl 4-[1-(cyanomethyl)-2,4-dioxo-6-phenyl-1,4-dihydrothieno[3,2-d]pyrimidin-3(2H)-yl]pip... The reactants are C(=O)C1=CC=C(C=C1)C1=NOC(=C1)C(=O)N (3-(4-formyl-phenyl)-isoxazole-5-carboxylic acid amide), C(=O)C1=CC=C(C=C1)C1=NOC(=C1)C(=O)N (3-(4-formyl-phenyl)-isoxazole-5-carboxylic acid amide), C(=O)([O-])[O-].[Na+].[Na+] (Na2CO3), N1CCCC2=CC=CC=C12 (tetrahydroquinoline), [BH-](OC(=O)C)(OC(=O)C)OC(=O)C.[Na+] (Na(OAc)3BH). Run in ClC(C)Cl (dichloroethane), CC(=O)O (AcOH), ClC(C)Cl (dichloroethane). Reaction conditions: time 20 minute. The product is N1(CCCC2=CC=CC=C12)CC1=CC=C(C=C1)C1=NOC(=C1)C(=O)N (3-[4-(3,4-dihydro-2H-quinolin-1-ylmethyl)-phenyl]-isoxazole-5-carboxylic acid amide). The yield is 67.7%. Reaction SMILES: [NH:1]1[C:10]2[C:5](=[CH:6][CH:7]=[CH:8][CH:9]=2)[CH2:4][CH2:3][CH2:2]1.[BH-](OC(C)=O)(OC(C)=O)OC(C)=O.[Na+].[CH:25]([C:27]1[CH:32]=[CH:31][C:30]([C:33]2[CH:37]=[C:36]([C:38]([NH2:40])=[O:39])[O:35][N:34]=2)=[CH:29][CH:28]=1)=O.C([O-])([O-])=O.[Na+].[Na+]>ClC(Cl)C.CC(O)=O>[N:1]1([CH2:25][C:27]2[CH:28]=[CH:29][C:30]([C:33]3[CH:37]=[C:36]([C:38]([NH2:40])=[O:39])[O:35][N:34]=3)=[CH:31][CH:32]=2)[C:10]2[C:5](=[CH:6][CH:7]=[CH:8][CH:9]=2)[CH2:4][CH2:3][CH2:2]1 |f:1.2,4.5.6|. Reported procedure: To a solution of tetrahydroquinoline (20 μL, 0.16 mmol) in dichloroethane (1 mL) was added Na(OAc)3BH (88 mg, 0.415 mmol). The mixture was stirred at room temperature under argon for 20 min. A slurry of 3-(4-formyl-phenyl)-isoxazole-5-carboxylic acid amide (which may be prepared as described in Preparation of Intermediate 20; 20 mg, 0.093 mmol) in dichloroethane (1 mL) was added, followed by AcOH (20 μL). The reaction mixture was stirred at room temperature overnight. 1 M Na2CO3 solution was add...